This data is from the Open Reaction Database (ORD), a public repository of structured organic reaction records. The task is: describe an organic reaction: reactants, conditions, products, and yield Reactants: C(C)OC(=O)C1=C(N=C(S1)N1CCN(CC1)CCCCO)C1=CC=2C(CCC(C2C=C1)(C)C)(C)C (2-[4-(4-hydroxybutyl)piperazin-1-yl]-4-(5,5,8,8-tetramethyl-5,6,7,8-tetrahydronaphthalen-2-yl)thiazole-5-carboxylic acid ethyl ester), [H-].[Al+3].[Li+].[H-].[H-].[H-] (lithium aluminium hydride). Run in C1CCOC1 (THF). Product: OCC1=C(N=C(S1)N1CCN(CC1)CCCCO)C1=CC=2C(CCC(C2C=C1)(C)C)(C)C (4-{4-[5-Hydroxymethyl-4-(5,5,8,8-tetramethyl-5,6,7,8-tetrahydronaphthalen-2-yl)thiazol-2-yl]piperazin-1-yl}butan-1-ol). RXN SMILES: C([O:3][C:4]([C:6]1[S:10][C:9]([N:11]2[CH2:16][CH2:15][N:14]([CH2:17][CH2:18][CH2:19][CH2:20][OH:21])[CH2:13][CH2:12]2)=[N:8][C:7]=1[C:22]1[CH:31]=[CH:30][C:29]2[C:28]([CH3:33])([CH3:32])[CH2:27][CH2:26][C:25]([CH3:35])([CH3:34])[C:24]=2[CH:23]=1)=O)C.[H-].[Al+3].[Li+].[H-].[H-].[H-]>C1COCC1>[OH:3][CH2:4][C:6]1[S:10][C:9]([N:11]2[CH2:12][CH2:13][N:14]([CH2:17][CH2:18][CH2:19][CH2:20][OH:21])[CH2:15][CH2:16]2)=[N:8][C:7]=1[C:22]1[CH:31]=[CH:30][C:29]2[C:28]([CH3:33])([CH3:32])[CH2:27][CH2:26][C:25]([CH3:35])([CH3:34])[C:24]=2[CH:23]=1 |f:1.2.3.4.5.6|. Reported procedure: The preparation was carried out as already described starting from 2-[4-(4-hydroxybutyl)piperazin-1-yl]-4-(5,5,8,8-tetramethyl-5,6,7,8-tetrahydronaphthalen-2-yl)thiazole-5-carboxylic acid ethyl ester by reduction using a lithium aluminium hydride solution in THF.